This data is from the Open Reaction Database (ORD), a public repository of structured organic reaction records. The task is: describe an organic reaction: reactants, conditions, products, and yield Reactants: CC1=C(N=C(O1)C1=CC=C(C=C1)C)CCOC1=CC=C(C=C1)C[C@@H](C(=O)OCC)NCC1=CC=C(C=C1)F (Ethyl(S)-3-[4-[2-[5-methyl-2-(4-methylphenyl)-1,3-oxazol-4-yl]ethoxy]phenyl]-2-(4-fluorobenzylamino)propionate), FC1=C(C=O)C(=CC=C1)F (2,6-difluorobenzaldehyde). Product: CC1=C(N=C(O1)C1=CC=CC=C1)CCOC1=CC=C(C=C1)C[C@@H](C(=O)OC)NCC1=C(C=CC=C1F)F (Methyl(S)-3-[4-[2-(5-methyl-2-phenyl-1,3-oxazol-4-yl)ethoxy]phenyl]-2-(2,6-difluorobenzylamino)propionate). As a reaction SMILES: [CH3:1][C:2]1[O:6][C:5]([C:7]2[CH:12]=[CH:11][C:10](C)=[CH:9][CH:8]=2)=[N:4][C:3]=1[CH2:14][CH2:15][O:16][C:17]1[CH:22]=[CH:21][C:20]([CH2:23][C@H:24]([NH:30][CH2:31]C2C=CC(F)=CC=2)[C:25]([O:27][CH2:28]C)=[O:26])=[CH:19][CH:18]=1.[F:39][C:40]1[CH:47]=[CH:46][CH:45]=[C:44]([F:48])[C:41]=1C=O>>[CH3:1][C:2]1[O:6][C:5]([C:7]2[CH:12]=[CH:11][CH:10]=[CH:9][CH:8]=2)=[N:4][C:3]=1[CH2:14][CH2:15][O:16][C:17]1[CH:22]=[CH:21][C:20]([CH2:23][C@H:24]([NH:30][CH2:31][C:41]2[C:40]([F:39])=[CH:47][CH:46]=[CH:45][C:44]=2[F:48])[C:25]([O:27][CH3:28])=[O:26])=[CH:19][CH:18]=1. Procedure: In the same manner as in Example 7, 570.3 mg of the title compound was obtained as colorless powder from 600.8 mg of Referential Compound 3 and 220 μL of 2,6-difluorobenzaldehyde. The reactants are CCOC(=O)C(C)=Cc1cc(-c2ccc(OCc3ccccc3)cc2)n(C2CCCCC2)n1, C1CCOC1, CO, [Li+], [OH-]. Yields the product CC(=Cc1cc(-c2ccc(OCc3ccccc3)cc2)n(C2CCCCC2)n1)C(=O)O. As a reaction SMILES: [CH2:1]([c:2]1[cH:3][cH:4][cH:5][cH:6][cH:7]1)[O:8][c:9]1[cH:10][cH:11][c:12](-[c:15]2[cH:16][c:17]([CH:26]=[C:27]([C:28](=[O:29])[O:30][CH2:31][CH3:32])[CH3:33])[n:18][n:19]2[CH:20]2[CH2:21][CH2:22][CH2:23][CH2:24][CH2:25]2)[cH:13][cH:14]1.[CH2:38]1[O:39][CH2:40][CH2:41][CH2:42]1.[CH3:36][OH:37].[Li+:35].[OH-:34]>>[CH2:1]([c:2]1[cH:3][cH:4][cH:5][cH:6][cH:7]1)[O:8][c:9]1[cH:10][cH:11][c:12](-[c:15]2[cH:16][c:17]([CH:26]=[C:27]([C:28](=[O:29])[OH:30])[CH3:33])[n:18][n:19]2[CH:20]2[CH2:21][CH2:22][CH2:23][CH2:24][CH2:25]2)[cH:13][cH:14]1. The reactants are Cl (HCl), C1(=CC=CC=C1)NN (Phenylhydrazine), COC(=O)C#CC(=O)OC (acetylenedicarboxylic acid dimethyl ester), N1=CC=CC=C1.C1(=CC=C(C=C1)S(=O)(=O)O)C (4-toluenesulfonic acid pyridine salt). Run in CCOC(=O)C (EtOAc), C1CCOC1 (THF). Conditions: temperature 67 celsius. Yields the product O=C1C=C(NN1C1=CC=CC=C1)C(=O)OC (Methyl 5-oxo-1-phenyl-2,5-dihydro-1H-pyrazole-3-carboxylate). Isolated yield 34.7%. RXN SMILES: [C:1]1([NH:7][NH2:8])[CH:6]=[CH:5][CH:4]=[CH:3][CH:2]=1.[CH3:9][O:10][C:11]([C:13]#[C:14][C:15](OC)=[O:16])=[O:12].N1C=CC=CC=1.C1(C)C=CC(S(O)(=O)=O)=CC=1.Cl>C1COCC1.CCOC(C)=O>[O:16]=[C:15]1[N:7]([C:1]2[CH:6]=[CH:5][CH:4]=[CH:3][CH:2]=2)[NH:8][C:13]([C:11]([O:10][CH3:9])=[O:12])=[CH:14]1 |f:2.3|. Procedure details: Phenylhydrazine (0.5 g; 4.62 mmol), acetylenedicarboxylic acid dimethyl ester (0.66 g; 4.62 mmol) and 4-toluenesulfonic acid pyridine salt (1.16 g; 4.62 mmol) were dissolved in 7 ml of dry THF under nitrogen atmosphere and the solution was stirred for 2 h at RT after which 7 ml of 10% HCl (g) in EtOAc was added and the mixture heated at 67° C. for 5 h. The reaction mixture evaporated to dryness and 6 ml of DCM added to the residue. The organic phase was washed with 8 ml of water and the combined... Starting materials: C1=CC(=CC=C1CC2=CC=C(C=C2)N=C=O)N=C=O (4,4'-methylenebis(phenylisocyanate)), C(C)C(CC)NO (N-(1-ethylpropyl)hydroxylamine). Run in O1CCCC1 (tetrahydrofuran). Product: C(C1=CC=C(C=C1)NC(N(O)C(CC)CC)=O)C1=CC=C(C=C1)NC(N(C(CC)CC)O)=O (4,4'-Methylenebis(1-hydroxy-1-(1-ethylpropyl)-3-phenylurea)). The yield is 36.5%. RXN SMILES: [CH:1]1[C:6]([CH2:7][C:8]2[CH:13]=[CH:12][C:11]([N:14]=[C:15]=[O:16])=[CH:10][CH:9]=2)=[CH:5][CH:4]=[C:3]([N:17]=[C:18]=[O:19])[CH:2]=1.[CH2:20]([CH:22]([NH:25][OH:26])[CH2:23][CH3:24])[CH3:21]>O1CCCC1>[CH2:7]([C:6]1[CH:5]=[CH:4][C:3]([NH:17][C:18](=[O:19])[N:25]([OH:26])[CH:22]([CH2:23][CH3:24])[CH2:20][CH3:21])=[CH:2][CH:1]=1)[C:8]1[CH:13]=[CH:12][C:11]([NH:14][C:15](=[O:16])[N:25]([CH:22]([CH2:23][CH3:24])[CH2:20][CH3:21])[OH:26])=[CH:10][CH:9]=1. Procedure details: A solution of 4,4'-methylenebis(phenylisocyanate) (1.5 g, 6.0 mmol) and tetrahydrofuran (75 ml) was charged with N-(1-ethylpropyl)hydroxylamine (1.5 g, 14.5 mmol) and maintained at ambient temperature for 16 hr. The solvent was removed in vacuo to provide the crude product as a white solid. Recrystallization from ethyl acetate.backslash.hexanes provided 1.0 g of the desired product as a white powder: MP: 196.0-198.0° C. (decomp); 1H NMR (300 MHz, DMSO): δ 9.16 (s, 2H), 8.78 (s, 2H), 7.50 (d, J=8... Starting materials: CC(CCCCCCCCCCCOCC1CO1)CCCC (12-methylhexadecylglycidylether), N(CCO)CCO (diethanolamine). The solvent is C(C)O (ethanol). Run at temperature 80 celsius, time 1 hour. The product is OCCN(CC(COCCCCCCCCCCCC(CCCC)C)O)CCO (1-[bis(2-hydroxyethyl)amino)-3-(12-methylhexadecyloxy)-2-propanol), oil. Yield: 66.0%. As a reaction SMILES: [CH3:1][CH:2]([CH2:19][CH2:20][CH2:21][CH3:22])[CH2:3][CH2:4][CH2:5][CH2:6][CH2:7][CH2:8][CH2:9][CH2:10][CH2:11][CH2:12][CH2:13][O:14][CH2:15][CH:16]1[O:18][CH2:17]1.[NH:23]([CH2:27][CH2:28][OH:29])[CH2:24][CH2:25][OH:26]>C(O)C>[OH:26][CH2:25][CH2:24][N:23]([CH2:27][CH2:28][OH:29])[CH2:17][CH:16]([OH:18])[CH2:15][O:14][CH2:13][CH2:12][CH2:11][CH2:10][CH2:9][CH2:8][CH2:7][CH2:6][CH2:5][CH2:4][CH2:3][CH:2]([CH3:1])[CH2:19][CH2:20][CH2:21][CH3:22]. Reported procedure: In a 10 ml round bottomed flask, 12-methylhexadecylglycidylether (100 mg, 0.32 mmol), diethanolamine (35 mg, 0.33 mmol), and ethanol (1 ml) were placed. The content of the flask was stirred for 1 hour at 80° C. in a nitrogen atmosphere. The mixture was condensed under reduced pressure, and the resulting residue was purified by silica gel flush chromatography. As a result, 88 mg of the title compound was obtained as a pale yellow oil (yield: 66%). Reactants: N1N=C(C2=CC=CC=C12)C(=O)O (1H-indazole-3-carboxylic acid), C(=O)(N1C=NC=C1)N1C=NC=C1 (1,1'-carbonyldiimidazole), 5. The product is C1N(CCC2=CC=CC=C12)CCNC(=O)C1=NNC2=CC=CC=C12 (N-[2-(1,2,3,4-tetrahydro-2-isoquinolinyl)ethyl]-1H-indazole-3-carboxamide). The yield is 185.2%. As a reaction SMILES: [NH:1]1[C:9]2[C:4](=[CH:5][CH:6]=[CH:7][CH:8]=2)[C:3]([C:10]([OH:12])=O)=[N:2]1.[C:13]([N:20]1[CH:24]=[CH:23][N:22]=[CH:21]1)(N1C=CN=C1)=O>>[CH2:21]1[C:9]2[C:4](=[CH:5][CH:6]=[CH:7][CH:8]=2)[CH2:3][CH2:13][N:20]1[CH2:24][CH2:23][NH:22][C:10]([C:3]1[C:4]2[C:9](=[CH:8][CH:7]=[CH:6][CH:5]=2)[NH:1][N:2]=1)=[O:12]. Procedure details: Same procedure followed as described in Example 5. The following amounts were used: 1H-indazole-3-carboxylic acid (1.49 g, 9.2 mmol), 1,1'-carbonyldiimidazole (1.49 g, 9.2 mmol) and the intermediate from Preparation 5 (1.62 g, 9.2 mmol). The ethyl acetate extracts were evaporated to a solid. Addition of cyclohexane and filtration provided 2.73 g of solid. Mass spectrum, m+ =321. Starting materials: C[N+](C)(C)Cc1ccccc1, C1COCCO1, CO, C=CC(=O)NC(C)(C)COc1ccc(Cl)cc1, [OH-], c1c[nH]cn1. The product is CC(C)(COc1ccc(Cl)cc1)NC(=O)CCn1ccnc1. Reaction SMILES: [CH2:24]([N+:25]([CH3:26])([CH3:27])[CH3:28])[c:29]1[cH:30][cH:31][cH:32][cH:33][cH:34]1.[CH2:35]1[O:36][CH2:37][CH2:38][O:39][CH2:40]1.[CH3:41][OH:42].[Cl:1][c:2]1[cH:3][cH:4][c:5]([O:6][CH2:7][C:8]([CH3:9])([CH3:10])[NH:11][C:12]([CH:13]=[CH2:14])=[O:15])[cH:16][cH:17]1.[OH-:23].[nH:18]1[cH:19][n:20][cH:21][cH:22]1>>[Cl:1][c:2]1[cH:3][cH:4][c:5]([O:6][CH2:7][C:8]([CH3:9])([CH3:10])[NH:11][C:12]([CH2:13][CH2:14][n:18]2[cH:19][n:20][cH:21][cH:22]2)=[O:15])[cH:16][cH:17]1. Reactants: COc1ccc(P2(=S)SP(=S)(c3ccc(OC)cc3)S2)cc1, CCCCCC, CC(C)OC(C)C, Cc1ccccc1Cl, CC(CCCCOC(=O)c1cc2ccccc2s1)=C(F)F. Product: CC(CCCCOC(=S)c1cc2ccccc2s1)=C(F)F. As a reaction SMILES: [CH3:30][O:31][c:32]1[cH:33][cH:34][c:35]([P:36]2(=[S:39])[S:37][P:38]([c:40]3[cH:41][cH:42][c:43]([O:44][CH3:45])[cH:46][cH:47]3)(=[S:48])[S:49]2)[cH:50][cH:51]1.[CH3:59][CH2:60][CH2:61][CH2:62][CH2:63][CH3:64].[CH:52]([O:53][CH:54]([CH3:55])[CH3:56])([CH3:57])[CH3:58].[Cl:1][c:2]1[cH:3][cH:4][cH:5][cH:6][c:7]1[CH3:8].[s:9]1[c:10]2[c:11]([cH:12][c:13]1[C:14](=[O:15])[O:16][CH2:17][CH2:18][CH2:19][CH2:20][C:21](=[C:22]([F:23])[F:24])[CH3:25])[cH:26][cH:27][cH:28][cH:29]2>>[s:9]1[c:10]2[c:11]([cH:12][c:13]1[C:14]([O:16][CH2:17][CH2:18][CH2:19][CH2:20][C:21](=[C:22]([F:23])[F:24])[CH3:25])=[S:39])[cH:26][cH:27][cH:28][cH:29]2.